This data is from the Open Reaction Database (ORD), a public repository of structured organic reaction records. The task is: describe an organic reaction: reactants, conditions, products, and yield Reactants: CCCCCC, CS(=O)(=O)Nc1ccc(NC(=O)CCl)cc1, Cl, Fc1ccc(CC2CCNCC2)cc1. The product is CS(=O)(=O)Nc1ccc(NC(=O)CN2CCC(Cc3ccc(F)cc3)CC2)cc1. Reaction SMILES: [CH3:32][CH2:33][CH2:34][CH2:35][CH2:36][CH3:37].[Cl:1][CH2:2][C:3](=[O:4])[NH:5][c:6]1[cH:7][cH:8][c:9]([NH:12][S:13](=[O:14])(=[O:15])[CH3:16])[cH:10][cH:11]1.[ClH:17].[F:18][c:19]1[cH:20][cH:21][c:22]([CH2:23][CH:24]2[CH2:25][CH2:26][NH:27][CH2:28][CH2:29]2)[cH:30][cH:31]1>>[CH2:2]([C:3](=[O:4])[NH:5][c:6]1[cH:7][cH:8][c:9]([NH:12][S:13](=[O:14])(=[O:15])[CH3:16])[cH:10][cH:11]1)[N:27]1[CH2:26][CH2:25][CH:24]([CH2:23][c:22]2[cH:21][cH:20][c:19]([F:18])[cH:31][cH:30]2)[CH2:29][CH2:28]1. Reactants: ClC1=C(N=C2N1C=CC=C2)CO ({3-chloroimidazo[1,2-a]pyridin-2-yl}methanol), BrP(Br)Br (tribromophosphane). The solvent is C(Cl)(Cl)Cl (chloroform). Conditions: time 8 hour. Product: BrCC=1N=C2N(C=CC=C2)C1Cl (2-(bromomethyl)-3-chloroimidazo[1,2-a]pyridine). RXN SMILES: [Cl:1][C:2]1[N:6]2[CH:7]=[CH:8][CH:9]=[CH:10][C:5]2=[N:4][C:3]=1[CH2:11]O.[Br:13]P(Br)Br>C(Cl)(Cl)Cl>[Br:13][CH2:11][C:3]1[N:4]=[C:5]2[CH:10]=[CH:9][CH:8]=[CH:7][N:6]2[C:2]=1[Cl:1]. Reported procedure: To a solution of {3-chloroimidazo[1,2-a]pyridin-2-yl}methanol (0.799 g, 4.39 mmol) in anhydrous chloroform (25 mL) at 0° C. was added tribromophosphane (1.20 g, 0.41 mL, 4.43 mmol), and the reaction mixture was allowed to stir at room temperature overnight. The solvent was evaporated to provide the crude 2-(bromomethyl)-3-chloroimidazo[1,2-a]pyridine, which was used for the next step without any further purification; M+1 246.2.